This data is from the Open Reaction Database (ORD), a public repository of structured organic reaction records. The task is: describe an organic reaction: reactants, conditions, products, and yield Reactants: C(C)(=O)OCC.CCCCCC (ethyl acetate hexane), N1CCCC1 (pyrrolidine), N,N-dimethylaminopyridine, C(C)(C)(C)OC(=O)OC(=O)OC(C)(C)C (di-t-butyldicarbonate), C(C=C)NC=1N=C(C2=C(N1)C(=CS2)C)N (2-allylamino-4-amino-7-methylthieno[3,2-d]pyrimidine). Solvent: C(C)#N (acetonitrile). Conditions: time 20 minute. Product: C(C=C)NC=1N=C(C2=C(N1)C(=CS2)C)NC(=O)N2CCCC2 (2-Allylamino-7-methyl-4-(1-pyrrolidinylcarbonyl)aminothieno[3,2-d]pyrimidine). The yield is 57.0%. As a reaction SMILES: [C:1]([O:5]C(OC(OC(C)(C)C)=O)=O)(C)(C)C.[CH2:16]([NH:19][C:20]1[N:21]=[C:22]([NH2:30])[C:23]2[S:28][CH:27]=[C:26]([CH3:29])[C:24]=2[N:25]=1)[CH:17]=[CH2:18].[NH:31]1[CH2:35][CH2:34][CH2:33][CH2:32]1.C(OCC)(=O)C.CCCCCC>C(#N)C>[CH2:16]([NH:19][C:20]1[N:21]=[C:22]([NH:30][C:1]([N:31]2[CH2:35][CH2:34][CH2:33][CH2:32]2)=[O:5])[C:23]2[S:28][CH:27]=[C:26]([CH3:29])[C:24]=2[N:25]=1)[CH:17]=[CH2:18] |f:3.4|. Procedure details: 122 mg (1.0 mmol) of N,N-dimethylaminopyridine was added to a solution of 306 mg (1.4 mmol) of di-t-butyldicarbonate in acetonitrile at room temperature, followed by stirring 20 minutes. After 220 mg (1.0 mmol) of 2-allylamino-4-amino-7-methylthieno[3,2-d]pyrimidine was added to the reaction solution, the mixture was stirred at room temperature for 2 hours. Further, 142 mg (2.0 mmol) of pyrrolidine was added thereto, followed by heating under reflux for 16 hours. After completion of the reaction... Starting materials: CCOC(=O)C(F)=CC1C(C(=O)O)C1(C)C, OCc1cccc(Oc2ccccc2)c1. The product is CCOC(=O)C(F)=CC1C(C(=O)OCc2cccc(Oc3ccccc3)c2)C1(C)C. RXN SMILES: [CH3:1][C:2]1([CH3:16])[CH:3]([C:13](=[O:14])[OH:15])[CH:4]1[CH:5]=[C:6]([C:7](=[O:8])[O:9][CH2:10][CH3:11])[F:12].[O:17]([c:18]1[cH:19][cH:20][cH:21][cH:22][cH:23]1)[c:24]1[cH:25][c:26]([CH2:27][OH:28])[cH:29][cH:30][cH:31]1>>[CH3:1][C:2]1([CH3:16])[CH:3]([C:13](=[O:14])[O:15][CH2:27][c:26]2[cH:25][c:24]([O:17][c:18]3[cH:19][cH:20][cH:21][cH:22][cH:23]3)[cH:31][cH:30][cH:29]2)[CH:4]1[CH:5]=[C:6]([C:7](=[O:8])[O:9][CH2:10][CH3:11])[F:12]. Reaction SMILES: [C:1]([CH3:2])(=[O:3])[N:4]1[CH:5]2[CH2:6][N:7]([CH2:11][c:12]3[cH:13][cH:14][c:15]([O-:18])[cH:16][cH:17]3)[CH:8]([CH2:9]1)[CH2:10]2.[Cl:20][c:21]1[s:22][c:23]2[n:24][c:25]([CH3:30])[cH:26][cH:27][c:28]2[n:29]1.[Na+:19].[O:31]=[CH:32][N:33]([CH3:34])[CH3:35]>>[C:1]([CH3:2])(=[O:3])[N:4]1[CH:5]2[CH2:6][N:7]([CH2:11][c:12]3[cH:13][cH:14][c:15]([O:18][c:21]4[s:22][c:23]5[n:24][c:25]([CH3:30])[cH:26][cH:27][c:28]5[n:29]4)[cH:16][cH:17]3)[CH:8]([CH2:9]1)[CH2:10]2. The reactants are CC(=O)N1CC2CC1CN2Cc1ccc([O-])cc1, Cc1ccc2nc(Cl)sc2n1, [Na+], CN(C)C=O. Product: CC(=O)N1CC2CC1CN2Cc1ccc(Oc2nc3ccc(C)nc3s2)cc1. RXN SMILES: [C:32](=[O:33])([O-:34])[O-:35].[CH2:19]1[O:20][CH2:21][CH2:22][CH2:23]1.[CH3:1][n:2]1[n:3][c:4]([C:15]([F:16])([F:17])[F:18])[cH:5][c:6]1-[c:7]1[cH:8][cH:9][c:10]([C:12](=[O:13])[Cl:14])[s:11]1.[ClH:24].[K+:36].[K+:37].[NH2:25][c:26]1[n:27]([CH3:31])[cH:28][cH:29][cH:30]1.[OH2:38]>>[CH3:1][n:2]1[n:3][c:4]([C:15]([F:16])([F:17])[F:18])[cH:5][c:6]1-[c:7]1[cH:8][cH:9][c:10]([C:12](=[O:13])[NH:25][c:26]2[n:27]([CH3:31])[cH:28][cH:29][cH:30]2)[s:11]1. Reactants: O=C([O-])[O-], C1CCOC1, Cn1nc(C(F)(F)F)cc1-c1ccc(C(=O)Cl)s1, Cl, [K+], [K+], Cn1cccc1N, O. The product is Cn1cccc1NC(=O)c1ccc(-c2cc(C(F)(F)F)nn2C)s1.